This data is from the Open Reaction Database (ORD), a public repository of structured organic reaction records. The task is: describe an organic reaction: reactants, conditions, products, and yield RXN SMILES: [CH2:1]([CH2:2][CH2:3][CH3:4])[S:5](=[O:6])(=[O:7])[NH:8][CH:9]1[CH2:10][c:11]2[cH:12][cH:13][cH:14][cH:15][c:16]2[CH2:17]1.[CH3:18][C:19]([Cl:20])=[O:21]>>[CH2:1]([CH2:2][CH2:3][CH3:4])[S:5](=[O:6])(=[O:7])[NH:8][CH:9]1[CH2:10][c:11]2[cH:12][cH:13][c:14]([C:19]([CH3:18])=[O:21])[cH:15][c:16]2[CH2:17]1. Product: CCCCS(=O)(=O)NC1Cc2ccc(C(C)=O)cc2C1. The reactants are CCCCS(=O)(=O)NC1Cc2ccccc2C1, CC(=O)Cl. The product is FC1=C(C(=O)OC)C=C(C=C1)N1CCC(CC1)=O (methyl 2-fluoro-5-(4-oxopiperidin-1-yl)benzoate). Yield: 67.3%. As a reaction SMILES: C(=O)([O-])[O-].[K+].[K+].[I-].C([N+]1(C)[CH2:20][CH2:19][C:18](=[O:21])[CH2:17][CH2:16]1)C1C=CC=CC=1.[NH2:23][C:24]1[CH:25]=[CH:26][C:27]([F:34])=[C:28]([CH:33]=1)[C:29]([O:31][CH3:32])=[O:30].C(O)C>O>[F:34][C:27]1[CH:26]=[CH:25][C:24]([N:23]2[CH2:20][CH2:19][C:18](=[O:21])[CH2:17][CH2:16]2)=[CH:33][C:28]=1[C:29]([O:31][CH3:32])=[O:30] |f:0.1.2,3.4|. Solvent: O (water), O (water). Reactants: C([O-])([O-])=O.[K+].[K+] (Potassium carbonate), [I-].C(C1=CC=CC=C1)[N+]1(CCC(CC1)=O)C (1-benzyl-1-methyl-4-oxopiperidinium iodide), NC=1C=CC(=C(C(=O)OC)C1)F (methyl 5-amino-2-fluorobenzoate), C(C)O (ethanol). Reported procedure: Potassium carbonate (149 mg) and 1-benzyl-1-methyl-4-oxopiperidinium iodide (2.87 g) were sequentially added to a solution of methyl 5-amino-2-fluorobenzoate (1.22 g) obtained in Preparation Example 6-1 in a mixed solvent of ethanol 10 ml) and water (5 ml). The reaction mixture was refluxed for 2.5 hours. The mixture was diluted with water and extracted with ethyl acetate. The organic layer was washed with brine and dried over anhydrous sodium sulfate. The filtrate was concentrated under reduced... Starting materials: C(C)(C)(C)OC(=O)N(CC1=CC(=CC(=C1)NC(=O)OCC=C)Cl)C1=NC(=CC(=C1)N1CCOCC1)CCC=1SC(=C(N1)C)CC (2-{N-tert-butoxycarbonyl-N-[3-chloro-5-(2-propenyloxycarbonylamino)benzyl]amino}-6-[2-(5-ethyl-4-methyl-1,3-thiazol-2-yl)ethyl]-4-morpholinopyridine), compound. Run in FC(C(=O)O)(F)F (trifluoroacetic acid). Run at time 30 minute. Yields the product ClC=1C=C(CNC2=NC(=CC(=C2)N2CCOCC2)CCC=2SC(=C(N2)C)CC)C=C(C1)NC(=O)OCC=C (2-[3-chloro-5-(2-propenyloxycarbonylamino)benzylamino]-6-[2-(5-ethyl-4-methyl-1,3-thiazol-2-yl)ethyl]-4-morpholinopyridine). RXN SMILES: C(OC([N:8]([C:24]1[CH:29]=[C:28]([N:30]2[CH2:35][CH2:34][O:33][CH2:32][CH2:31]2)[CH:27]=[C:26]([CH2:36][CH2:37][C:38]2[S:39][C:40]([CH2:44][CH3:45])=[C:41]([CH3:43])[N:42]=2)[N:25]=1)[CH2:9][C:10]1[CH:15]=[C:14]([NH:16][C:17]([O:19][CH2:20][CH:21]=[CH2:22])=[O:18])[CH:13]=[C:12]([Cl:23])[CH:11]=1)=O)(C)(C)C>FC(F)(F)C(O)=O>[Cl:23][C:12]1[CH:11]=[C:10]([CH:15]=[C:14]([NH:16][C:17]([O:19][CH2:20][CH:21]=[CH2:22])=[O:18])[CH:13]=1)[CH2:9][NH:8][C:24]1[CH:29]=[C:28]([N:30]2[CH2:35][CH2:34][O:33][CH2:32][CH2:31]2)[CH:27]=[C:26]([CH2:36][CH2:37][C:38]2[S:39][C:40]([CH2:44][CH3:45])=[C:41]([CH3:43])[N:42]=2)[N:25]=1. Reported procedure: 2-{N-tert-butoxycarbonyl-N-[3-chloro-5-(2-propenyloxycarbonylamino)benzyl]amino}-6-[2-(5-ethyl-4-methyl-1,3-thiazol-2-yl)ethyl]-4-morpholinopyridine (470 mg) was dissolved in trifluoroacetic acid (5 ml), followed by stirring at room temperature for 30 minutes. The reaction solution was concentrated under reduced pressure, and the residue was dissolved in ethyl acetate, washed with a saturated sodium hydrogen carbonate aqueous solution and a saturated sodium chloride aqueous solution and then, dr... Starting materials: C([O-])([O-])=O.[Cs+].[Cs+] (caesium carbonate), O1CCCC1 (tetrahydrofuran), IC1=C(N=CS1)NC(OC(C)(C)C)=O (tert-butyl N-(5-iodo-1,3-thiazol-4-yl)carbamate), C(#C)C1=CC=C(C=C1)F (1-ethynyl-4-fluorobenzene). The reagents and catalysts are C1=CC=C(C=C1)P([C-]2C=CC=C2)C3=CC=CC=C3.C1=CC=C(C=C1)P([C-]2C=CC=C2)C3=CC=CC=C3.Cl[Pd]Cl.[Fe+2] (Pd(dppf)2Cl2), [Cu]I (CuI). Run in C(C)OCC (diethyl ether), C(Cl)Cl (CH2Cl2). Conditions: temperature 50 celsius. Yields the product FC1=CC=C(C=C1)C#CC1=C(N=CS1)NC(OC(C)(C)C)=O (tert-butyl N-{5-[2-(4-fluorophenyl)ethynyl]-1,3-thiazol-4-yl}carbamate). The yield is 85.7%. RXN SMILES: C(=O)([O-])[O-].[Cs+].[Cs+].O1CCCC1.I[C:13]1[S:17][CH:16]=[N:15][C:14]=1[NH:18][C:19](=[O:25])[O:20][C:21]([CH3:24])([CH3:23])[CH3:22].[C:26]([C:28]1[CH:33]=[CH:32][C:31]([F:34])=[CH:30][CH:29]=1)#[CH:27]>C1C=CC(P(C2C=CC=CC=2)[C-]2C=CC=C2)=CC=1.C1C=CC(P(C2C=CC=CC=2)[C-]2C=CC=C2)=CC=1.Cl[Pd]Cl.[Fe+2].[Cu]I.C(OCC)C.C(Cl)Cl>[F:34][C:31]1[CH:32]=[CH:33][C:28]([C:26]#[C:27][C:13]2[S:17][CH:16]=[N:15][C:14]=2[NH:18][C:19](=[O:25])[O:20][C:21]([CH3:24])([CH3:23])[CH3:22])=[CH:29][CH:30]=1 |f:0.1.2,6.7.8.9|. Procedure details: 2.93 g (9 mmol) of caesium carbonate are dried in an evacuated Schlenk flask under temperature, and 50 ml of dry tetrahydrofuran, 978 mg (3.00 mmol) of tert-butyl N-(5-iodo-1,3-thiazol-4-yl)carbamate, 396 mg (3.30 mmol) of 1-ethynyl-4-fluorobenzene, 122 mg (0.15 mmol) of Pd(dppf)2Cl2.CH2Cl2 and 57 mg (0.30 mmol) of CuI are subsequently added under nitrogen. The reaction mixture is heated at 50° C. for 6 h, subsequently cooled and filtered through Celite, and the solvent is removed in vacuo. The ... The reactants are CO, COC(=O)CCCc1nnc(-c2nccs2)c2cc(OC)ccc12, Cl, NO, [Na+], [Na], [OH-], O. The product is COc1ccc2c(CCCC(=O)NO)nnc(-c3nccs3)c2c1. As a reaction SMILES: [CH3:29][OH:30].[CH3:5][O:6][C:7]([CH2:8][CH2:9][CH2:10][c:11]1[n:12][n:13][c:14](-[c:23]2[s:24][cH:25][cH:26][n:27]2)[c:15]2[cH:16][c:17]([O:21][CH3:22])[cH:18][cH:19][c:20]12)=[O:28].[ClH:2].[NH2:3][OH:4].[Na+:33].[Na:1].[OH-:32].[OH2:31]>>[NH:3]([OH:4])[C:7](=[O:6])[CH2:8][CH2:9][CH2:10][c:11]1[n:12][n:13][c:14](-[c:23]2[s:24][cH:25][cH:26][n:27]2)[c:15]2[cH:16][c:17]([O:21][CH3:22])[cH:18][cH:19][c:20]12. Starting materials: BrC1=C(C=CC=C1[N+](=O)[O-])C (2-bromo-1-methyl-3-nitrobenzene), C1(=CC=CC=C1)N (phenylamine), C(=O)([O-])[O-].[Cs+].[Cs+] (Cs2CO3). Reagents/catalysts: CC(=O)[O-].CC(=O)[O-].[Pd+2] (Pd(OAc)2), C1=CC=C(C=C1)P(C2=CC=CC=C2)C3=C(C4=CC=CC=C4C=C3)C5=C(C=CC6=CC=CC=C65)P(C7=CC=CC=C7)C8=CC=CC=C8 ((R)-BINAP). Run in C1(=CC=CC=C1)C (toluene). Reaction conditions: temperature 110 celsius, time 20 hour. The product is CC1=C(C(=CC=C1)[N+](=O)[O-])NC1=CC=CC=C1 ((2-Methyl-6-nitrophenyl)phenylamine). The yield is 92.8%. As a reaction SMILES: Br[C:2]1[C:7]([N+:8]([O-:10])=[O:9])=[CH:6][CH:5]=[CH:4][C:3]=1[CH3:11].[C:12]1([NH2:18])[CH:17]=[CH:16][CH:15]=[CH:14][CH:13]=1.C([O-])([O-])=O.[Cs+].[Cs+]>C1(C)C=CC=CC=1.CC([O-])=O.CC([O-])=O.[Pd+2].C1C=CC(P(C2C=CC3C(=CC=CC=3)C=2C2C3C(=CC=CC=3)C=CC=2P(C2C=CC=CC=2)C2C=CC=CC=2)C2C=CC=CC=2)=CC=1>[CH3:11][C:3]1[CH:4]=[CH:5][CH:6]=[C:7]([N+:8]([O-:10])=[O:9])[C:2]=1[NH:18][C:12]1[CH:17]=[CH:16][CH:15]=[CH:14][CH:13]=1 |f:2.3.4,6.7.8|. Procedure: A mixture of 2-bromo-1-methyl-3-nitrobenzene (1.0 g, 4.63 mmol), phenylamine (506 μL, 5.56 mmol), Cs2CO3 (2.11 g, 6.48 mmol) and (R)-BINAP (5 mol %, 143 mg, 0.23 mmol) in toluene (10 mL) was degassed with a stream of nitrogen prior to addition of Pd(OAc)2 (25 mg, 0.11 mmol) and was stirred at 110° C. under a nitrogen atmosphere for 20 h. After cooling to RT, the mixture was partitioned between EtOAc and water. The organic layer was washed with brine, then dried (Na2SO4) and concentrated in vacuo...